From a dataset of the Open Reaction Database (ORD), a public repository of structured organic reaction records. describe an organic reaction: reactants, conditions, products, and yield The reactants are CC(=O)O[BH-](OC(C)=O)OC(C)=O, CCCCOCCOc1ccc(-c2ccc3c(c2)C=C(C(=O)Nc2ccc(C(O)c4cccc[n+]4[O-])cc2)CCN3)cc1, CC(=O)O, Cc1cc(C=O)sn1, ClCCCl, [Na+], O. Product: CCCCOCCOc1ccc(-c2ccc3c(c2)C=C(C(=O)Nc2ccc(C(O)c4cccc[n+]4[O-])cc2)CCN3Cc2cc(C)ns2)cc1. As a reaction SMILES: [C:52]([O:53][BH-:54]([O:55][C:56](=[O:57])[CH3:58])[O:59][C:60](=[O:61])[CH3:62])(=[O:63])[CH3:64].[CH2:1]([CH2:2][CH2:3][CH3:4])[O:5][CH2:6][CH2:7][O:8][c:9]1[cH:10][cH:11][c:12](-[c:15]2[cH:16][cH:17][c:18]3[c:19]([cH:43]2)[CH:20]=[C:21]([C:25](=[O:26])[NH:27][c:28]2[cH:29][cH:30][c:31]([CH:34]([c:35]4[n+:36]([O-:41])[cH:37][cH:38][cH:39][cH:40]4)[OH:42])[cH:32][cH:33]2)[CH2:22][CH2:23][NH:24]3)[cH:13][cH:14]1.[CH3:66][C:67](=[O:68])[OH:69].[CH:44](=[O:45])[c:46]1[cH:47][c:48]([CH3:51])[n:49][s:50]1.[Cl:70][CH2:71][CH2:72][Cl:73].[Na+:65].[OH2:74]>>[CH2:1]([CH2:2][CH2:3][CH3:4])[O:5][CH2:6][CH2:7][O:8][c:9]1[cH:10][cH:11][c:12](-[c:15]2[cH:16][cH:17][c:18]3[c:19]([cH:43]2)[CH:20]=[C:21]([C:25](=[O:26])[NH:27][c:28]2[cH:29][cH:30][c:31]([CH:34]([c:35]4[n+:36]([O-:41])[cH:37][cH:38][cH:39][cH:40]4)[OH:42])[cH:32][cH:33]2)[CH2:22][CH2:23][N:24]3[CH2:44][c:46]2[cH:47][c:48]([CH3:51])[n:49][s:50]2)[cH:13][cH:14]1. Starting materials: BrC1=CC=CC(=N1)OC=1C=CC2=C(N(CCO2)C=2SC=3C(NC(CC3N2)(C)C)=O)C1 (2-{6-[(6-Bromopyridin-2-yl)oxy]-2,3-dihydro-4H-1,4-benzoxazin-4-yl}-6,6-dimethyl-6,7-dihydro[1,3]thiazolo[5,4-c]pyridin-4(5H)-one), N1CCCC1 (pyrrolidine), CC(C)([O-])C.[Na+] (sodium tert-butoxide). Reagents/catalysts: CC(C)(C)P(C1=CC=C[CH-]1)C(C)(C)C.CC(C)(C)P(C1=CC=C[CH-]1)C(C)(C)C.[Cl-].[Cl-].[Fe+2].[Pd+2] ([1,1′-bis(di-tert-butylphosphino)ferrocene]palladium(II) dichloride). The solvent is C1(=CC=CC=C1)C (toluene). Reaction conditions: temperature 140 celsius. Yields the product CC1(CC2=C(C(N1)=O)SC(=N2)N2CCOC1=C2C=C(C=C1)OC1=NC(=CC=C1)N1CCCC1)C (6,6-Dimethyl-2-{6-[(6-(pyrrolidin-1-yl)pyridin-2-yl)oxy]-2,3-dihydro-4H-1,4-benzoxazin-4-yl}-6,7-dihydro[1,3]thiazolo[5,4-c]pyridin-4(5H)-one). Yield: 34.6%. As a reaction SMILES: Br[C:2]1[N:7]=[C:6]([O:8][C:9]2[CH:10]=[CH:11][C:12]3[O:17][CH2:16][CH2:15][N:14]([C:18]4[S:19][C:20]5[C:21](=[O:29])[NH:22][C:23]([CH3:28])([CH3:27])[CH2:24][C:25]=5[N:26]=4)[C:13]=3[CH:30]=2)[CH:5]=[CH:4][CH:3]=1.[NH:31]1[CH2:35][CH2:34][CH2:33][CH2:32]1.CC(C)([O-])C.[Na+]>C1(C)C=CC=CC=1.CC(P(C(C)(C)C)C1[CH-]C=CC=1)(C)C.CC(P(C(C)(C)C)C1[CH-]C=CC=1)(C)C.[Cl-].[Cl-].[Fe+2].[Pd+2]>[CH3:27][C:23]1([CH3:28])[NH:22][C:21](=[O:29])[C:20]2[S:19][C:18]([N:14]3[C:13]4[CH:30]=[C:9]([O:8][C:6]5[CH:5]=[CH:4][CH:3]=[C:2]([N:31]6[CH2:35][CH2:34][CH2:33][CH2:32]6)[N:7]=5)[CH:10]=[CH:11][C:12]=4[O:17][CH2:16][CH2:15]3)=[N:26][C:25]=2[CH2:24]1 |f:2.3,5.6.7.8.9.10|. Procedure: To a suspension of Example 382 (50 mg, 0.103 mmol) in toluene (4 mL) was added pyrrolidine (0.025 ml, 0.308 mmol), sodium tert-butoxide (20 mg, 0.206 mmol) and [1,1′-bis(di-tert-butylphosphino)ferrocene]palladium(II) dichloride (10 mg, 20% wt). The reaction was heated to 140° C. under microwave irradiation for 90 minutes then cooled to room temperature. The mixture was partitioned between DCM (50 mL) and water (50 mL); the organic phase was washed with brine (50 mL), dried (MgSO4), and concentra... The reactants are C(C1=CC=CC=C1)(=O)O (benzoic acid), N1CCCCC1 (piperidine), ClC=1C=C(CNC=2SCC(N2)=O)C=CC1F (2-(3-chloro-4-fluoro-benzylamino)-thiazol-4-one), N1=CC=CC2=NC(=CC=C12)C=O (1,5-naphthyridine-6-carboxaldehyde). Run in O (water), CN(C)C=O (DMF), C1(=CC=CC=C1)C (toluene), C1(=CC=CC=C1)C (toluene). Run at temperature 130 celsius. The product is ClC=1C=C(CNC=2SC(C(N2)=O)=CC2=NC3=CC=CN=C3C=C2)C=CC1F (2-(3-chloro-4-fluoro-benzylamino)-5-[1,5]naphthyridin-2-ylmethylene-thiazol-4-one). Yield: 29.1%. As a reaction SMILES: [Cl:1][C:2]1[CH:3]=[C:4]([CH:13]=[CH:14][C:15]=1[F:16])[CH2:5][NH:6][C:7]1[S:8][CH2:9][C:10](=[O:12])[N:11]=1.[N:17]1[C:26]2[C:21](=[N:22][C:23]([CH:27]=O)=[CH:24][CH:25]=2)[CH:20]=[CH:19][CH:18]=1.C(O)(=O)C1C=CC=CC=1.N1CCCCC1>C1(C)C=CC=CC=1.CN(C=O)C.O>[Cl:1][C:2]1[CH:3]=[C:4]([CH:13]=[CH:14][C:15]=1[F:16])[CH2:5][NH:6][C:7]1[S:8][C:9](=[CH:27][C:23]2[CH:24]=[CH:25][C:26]3[C:21](=[CH:20][CH:19]=[CH:18][N:17]=3)[N:22]=2)[C:10](=[O:12])[N:11]=1. Reported procedure: To a suspension of 2-(3-chloro-4-fluoro-benzylamino)-thiazol-4-one (41.4 mg, 0.16 mmol), and 1,5-naphthyridine-6-carboxaldehyde (31.6 mg, 0.20 mmol) in toluene (1 mL) in a microwave tube were added benzoic acid (2.0 mg, 0.02 mmol) and piperidine (1.7 uM, 0.02 mmol). The reaction mixture was heated to 130° C. with microwave for 10 min. The reaction mixture was then cooled to r.t. and diluted with toluene. The solid was collected by filtration and washed with toluene, MeOH and ether to give a brow... Conditions: time 15 hour. Procedure details: N,N-Dimethyl-2-oxo-1,2,3,4-tetrahydro-3-quinolinecarboxamide (9.486 g) was added to 1M Borane-THF complex (200 ml). The reaction mixture was heated under reflux for 45 minutes, and left standing for cooling. The reaction mixture was ice-cooled, to which were added water (20 ml) and 6N hydrochloric acid (50 ml). The mixture was stirred at room temperature for 15 hours, and concentrated. A methanol solution (200 ml) of the residue was heated under reflux for 6 hours, and concentrated. 3N aqueous s... The yield is 67.3%. Reaction SMILES: [CH3:1][N:2]([CH3:16])[C:3]([CH:5]1[CH2:14][C:13]2[C:8](=[CH:9][CH:10]=[CH:11][CH:12]=2)[NH:7][C:6]1=O)=O.Cl>O>[CH3:16][N:2]([CH2:3][CH:5]1[CH2:14][C:13]2[C:8](=[CH:9][CH:10]=[CH:11][CH:12]=2)[NH:7][CH2:6]1)[CH3:1]. The solvent is O (water). Starting materials: Cl (hydrochloric acid), CN(C(=O)C1C(NC2=CC=CC=C2C1)=O)C (N,N-Dimethyl-2-oxo-1,2,3,4-tetrahydro-3-quinolinecarboxamide). Product: CN(C)CC1CNC2=CC=CC=C2C1 (3-(N,N-Dimethylamino)methyl-1,2,3,4-tetrahydroquinoline). Reactants: Clc1nc2ccccc2o1, [H-], [Na+], CN(C)C=O, CC1(CO)Cn2cc([N+](=O)[O-])nc2O1. Product: CC1(COc2nc3ccccc3o2)Cn2cc([N+](=O)[O-])nc2O1. RXN SMILES: [Cl:17][c:18]1[o:19][c:20]2[c:21]([n:22]1)[cH:23][cH:24][cH:25][cH:26]2.[H-:1].[Na+:2].[O:27]=[CH:28][N:29]([CH3:30])[CH3:31].[OH:3][CH2:4][C:5]1([CH3:16])[CH2:6][n:7]2[c:8]([n:10][c:11]([N+:13](=[O:14])[O-:15])[cH:12]2)[O:9]1>>[O:3]([CH2:4][C:5]1([CH3:16])[CH2:6][n:7]2[c:8]([n:10][c:11]([N+:13](=[O:14])[O-:15])[cH:12]2)[O:9]1)[c:18]1[o:19][c:20]2[c:21]([n:22]1)[cH:23][cH:24][cH:25][cH:26]2. Starting materials: COC(=O)C1=C(C=2N(N(C1=O)CC1=NC=CC=C1)C=C(C2)Cl)O (6-chloro-4-hydroxy-2-oxo-1-pyridin-2-ylmethyl-1,2-dihydro-pyrrolo[1,2-b]pyridazine-3-carboxylic acid methyl ester), N[C@@H](C)C(=O)O (L-alanine), C[O-].[Na+] (NaOMe). The product is ClC=1C=C2N(N(C(C(=C2O)C(=O)N[C@H](C(=O)O)C)=O)CC2=NC=CC=C2)C1 (2-(S)-[(6-Chloro-4-hydroxy-2-oxo-1-pyridin-2-ylmethyl-1,2-dihydro-pyrrolo[1,2-b]pyridazine-3-carbonyl)-amino]-propionic acid). As a reaction SMILES: CO[C:3]([C:5]1[C:10](=[O:11])[N:9]([CH2:12][C:13]2[CH:18]=[CH:17][CH:16]=[CH:15][N:14]=2)[N:8]2[CH:19]=[C:20]([Cl:22])[CH:21]=[C:7]2[C:6]=1[OH:23])=[O:4].[NH2:24][C@H:25]([C:27]([OH:29])=[O:28])[CH3:26].C[O-].[Na+]>>[Cl:22][C:20]1[CH:21]=[C:7]2[C:6]([OH:23])=[C:5]([C:3]([NH:24][C@@H:25]([CH3:26])[C:27]([OH:29])=[O:28])=[O:4])[C:10](=[O:11])[N:9]([CH2:12][C:13]3[CH:18]=[CH:17][CH:16]=[CH:15][N:14]=3)[N:8]2[CH:19]=1 |f:2.3|. Reported procedure: Prepared according to the reaction condition used in Example 19 step a) from 6-chloro-4-hydroxy-2-oxo-1-pyridin-2-ylmethyl-1,2-dihydro-pyrrolo[1,2-b]pyridazine-3-carboxylic acid methyl ester, L-alanine and NaOMe. ESI (m/z): 391 (M+H)+. Reactants: [BH4-], CCO, O=Cc1cccn1NCc1ccncc1F, [Na+]. The product is OCc1cccn1NCc1ccncc1F. As a reaction SMILES: [BH4-:17].[CH3:19][CH2:20][OH:21].[F:1][c:2]1[cH:3][n:4][cH:5][cH:6][c:7]1[CH2:8][NH:9][n:10]1[c:11]([CH:15]=[O:16])[cH:12][cH:13][cH:14]1.[Na+:18]>>[F:1][c:2]1[cH:3][n:4][cH:5][cH:6][c:7]1[CH2:8][NH:9][n:10]1[c:11]([CH2:15][OH:16])[cH:12][cH:13][cH:14]1.